From a dataset of the Open Reaction Database (ORD), a public repository of structured organic reaction records. describe an organic reaction: reactants, conditions, products, and yield Starting materials: C(C)(C)[N-]C(C)C.[Li+] (lithium diisopropylamide), O=C1C(C2(CCOC(N12)(C)C)C)C (8-oxo-2,2,6,7-tetramethyl-3-oxa-1-azabicyclo-[4.2.0]octane), [Cl-].[Na+] (sodium chloride), lithium enolate, C=O (formaldehyde). The solvent is O (water), O1CCCC1 (tetrahydrofuran), O1CCCC1 (tetrahydrofuran). Run at temperature -78 celsius, time 2 minute. The product is O=C1C(C2(CCOC(N12)(C)C)C)(CO)C (8-oxo-2,2,6,7-tetramethyl-7-(hydroxymethyl)-3-oxa-1-azabicyclo[4.2.0]octane). RXN SMILES: C([N-]C(C)C)(C)C.[Li+].[O:9]=[C:10]1[N:17]2[C:12]([CH3:20])([CH2:13][CH2:14][O:15][C:16]2([CH3:19])[CH3:18])[CH:11]1[CH3:21].[CH2:22]=[O:23].[Cl-].[Na+]>O1CCCC1.O>[O:23]=[C:22]1[N:17]2[C:12]([CH3:20])([CH2:13][CH2:14][O:15][C:16]2([CH3:19])[CH3:18])[C:11]1([CH3:21])[CH2:10][OH:9] |f:0.1,4.5|. Reported procedure: To a solution of 1.1 equivalents of freshly prepared lithium diisopropylamide in anhydrous tetrahydrofuran under a nitrogen atmosphere at -78° is added a solution of 8-oxo-2,2,6,7-tetramethyl-3-oxa-1-azabicyclo-[4.2.0]octane in anhydrous tetrahydrofuran which has been cooled to -78° C. After two minutes, the resulting lithium enolate is treated with excess formaldehyde, introduced as a gas just above the surface of the stirred solution. The solution is stirred for 30 minutes at -78° and then pou... The reactants are ClCCl, O=S(Cl)Cl, OCc1cc2ncccc2s1. The product is ClCc1cc2ncccc2s1. Reaction SMILES: [Cl:16][CH2:17][Cl:18].[S:12]([Cl:13])([Cl:14])=[O:15].[s:1]1[c:2]([CH2:10][OH:11])[cH:3][c:4]2[n:5][cH:6][cH:7][cH:8][c:9]12>>[s:1]1[c:2]([CH2:10][Cl:14])[cH:3][c:4]2[n:5][cH:6][cH:7][cH:8][c:9]12. The reactants are CCC(=O)N(C=1C=CC=CC1)C2(CCN(CC2)CCC3=CC=CS3)COC.Cl (Sufentanil HCl), [OH-].[K+] (potassium hydroxide), CCC(=O)N(C=1C=CC=CC1)C2(CCN(CC2)CCC3=CC=CS3)COC (sufentanil), C(CC(O)(C(=O)O)CC(=O)O)(=O)O (citric acid). Run in O (water), C(C)O (ethanol). The product is CCC(=O)N(C=1C=CC=CC1)C2(CCN(CC2)CCC3=CC=CS3)COC.C(C(=O)O)C(CC(=O)O)(C(=O)O)O (Sufentanil citrate). Reaction SMILES: [CH3:1][CH2:2][C:3]([N:5]([C:12]1([CH2:25][O:26][CH3:27])[CH2:17][CH2:16][N:15]([CH2:18][CH2:19][C:20]2[S:24][CH:23]=[CH:22][CH:21]=2)[CH2:14][CH2:13]1)[C:6]1[CH:7]=[CH:8][CH:9]=[CH:10][CH:11]=1)=[O:4].Cl.[OH-].[K+].CCC(N(C1(COC)CCN(CCC2SC=CC=2)CC1)C1C=CC=CC=1)=O.[C:58]([OH:70])(=[O:69])[CH2:59][C:60]([CH2:65][C:66]([OH:68])=[O:67])([C:62]([OH:64])=[O:63])[OH:61]>O.C(O)C>[CH3:1][CH2:2][C:3]([N:5]([C:12]1([CH2:25][O:26][CH3:27])[CH2:13][CH2:14][N:15]([CH2:18][CH2:19][C:20]2[S:24][CH:23]=[CH:22][CH:21]=2)[CH2:16][CH2:17]1)[C:6]1[CH:7]=[CH:8][CH:9]=[CH:10][CH:11]=1)=[O:4].[CH2:65]([C:60]([OH:61])([C:62]([OH:64])=[O:63])[CH2:59][C:58]([OH:70])=[O:69])[C:66]([OH:68])=[O:67] |f:0.1,2.3,8.9|. Reported procedure: Sufentanil HCl obtained in Example 8 was suspended in hot water and adjusted to pH 10-11 with 10% aqueous potassium hydroxide and extracted with ether. The organic layer washed with water, dried and evaporated to give the free base with an LC purity profile of 99.62%. An equivalent of sufentanil free base with anhydrous citric acid was warmed in 100% ethanol. After removal of ethanol the fluffy white powder was dried in the vacuum oven at 56° C. for 48 hrs. Sufentanil citrate thus obtained passe... The reactants are N#Cc1cc(Br)ccc1F, C=C(OCC)[Sn](CCCC)(CCCC)CCCC, Cc1ccccc1, O=C(C=Cc1ccccc1)C=Cc1ccccc1, O=C(C=Cc1ccccc1)C=Cc1ccccc1, O=C(C=Cc1ccccc1)C=Cc1ccccc1, [Pd], [Pd]. The product is CC(=O)c1ccc(F)c(C#N)c1. As a reaction SMILES: [Br:1][c:2]1[cH:3][c:4]([C:9]#[N:10])[c:5]([F:8])[cH:6][cH:7]1.[CH2:11]([CH3:12])[O:13][C:14]([Sn:15]([CH2:16][CH2:17][CH2:18][CH3:19])([CH2:20][CH2:21][CH2:22][CH3:23])[CH2:24][CH2:25][CH2:26][CH3:27])=[CH2:28].[CH3:29][c:30]1[cH:31][cH:32][cH:33][cH:34][cH:35]1.[O:38]=[C:39]([CH:40]=[CH:41][c:42]1[cH:43][cH:44][cH:45][cH:46][cH:47]1)[CH:48]=[CH:49][c:50]1[cH:51][cH:52][cH:53][cH:54][cH:55]1.[O:56]=[C:57]([CH:58]=[CH:59][c:60]1[cH:61][cH:62][cH:63][cH:64][cH:65]1)[CH:66]=[CH:67][c:68]1[cH:69][cH:70][cH:71][cH:72][cH:73]1.[O:74]=[C:75]([CH:76]=[CH:77][c:78]1[cH:79][cH:80][cH:81][cH:82][cH:83]1)[CH:84]=[CH:85][c:86]1[cH:87][cH:88][cH:89][cH:90][cH:91]1.[Pd:36].[Pd:37]>>[c:2]1([C:11]([CH3:12])=[O:13])[cH:3][c:4]([C:9]#[N:10])[c:5]([F:8])[cH:6][cH:7]1. Reactants: ClCc1ccccc1SCc1ccccc1, CC(C)(C)[O-], [K+], CN(C)C=O, c1nc[nH]n1. Product: c1ccc(CSc2ccccc2Cn2cncn2)cc1. Reaction SMILES: [CH2:12]([c:13]1[cH:14][cH:15][cH:16][cH:17][cH:18]1)[S:19][c:20]1[c:21]([CH2:22][Cl:23])[cH:24][cH:25][cH:26][cH:27]1.[CH3:1][C:2]([CH3:3])([O-:4])[CH3:5].[K+:6].[O:28]=[CH:29][N:30]([CH3:31])[CH3:32].[nH:7]1[n:8][cH:9][n:10][cH:11]1>>[n:7]1([CH2:22][c:21]2[c:20]([S:19][CH2:12][c:13]3[cH:14][cH:15][cH:16][cH:17][cH:18]3)[cH:27][cH:26][cH:25][cH:24]2)[n:8][cH:9][n:10][cH:11]1. The reactants are CC=1C=NC=2C(CCCC2C1)C (5,6,7,8-tetrahydro-3,8-dimethylquinoline), solution, [Si](C)(C)(C(C)(C)C)N=C=S (t-butyldimethylsilyl isothiocyanate), solution, C(CCC)[Li] (butyl lithium). Run in O1CCCC1 (tetrahydrofuran), C1=CC=CC=C1 (benzene), CCCCCC (hexane). The product is CC=1C=NC=2C(CCCC2C1)(C(N)=S)C (5,6,7,8-Tetrahydro-3,8-dimethylquinoline-8-thiocarboxamide). Yield: 75.0%. Reaction SMILES: [CH2:1]([Li])[CH2:2][CH2:3][CH3:4].CC1[CH:8]=[N:9][C:10]2[CH:11]([CH3:17])[CH2:12][CH2:13][CH2:14]C=2C=1.[Si]([N:25]=[C:26]=[S:27])(C(C)(C)C)(C)C>CCCCCC.O1CCCC1.C1C=CC=CC=1>[CH3:4][C:3]1[CH:8]=[N:9][C:10]2[C:11]([CH3:17])([C:26](=[S:27])[NH2:25])[CH2:12][CH2:13][CH2:14][C:1]=2[CH:2]=1. Procedure: A 1.55 molar solution of butyl lithium in hexane (12.9 ml, 20 mM) maintained below 10° was treated with a solution of 5,6,7,8-tetrahydro-3,8-dimethylquinoline (3.22 g, 20 mM) in tetrahydrofuran (10 ml). After 0.5 hours a 22% solution of t-butyldimethylsilyl isothiocyanate in benzene (13.7 g, 20 mM) was added dropwise. After a further 0.5 hours the reaction was quenched with water (100 ml.) then acidified (to pH1). After 1 hour the layers were separated, the aqueous layer basified (to pH9) and ex...